Dataset: the Open Reaction Database (ORD), a public repository of structured organic reaction records. Task: describe an organic reaction: reactants, conditions, products, and yield Reactants: C(CCC)OC(=O)C=1N=C(C2=CC=C(C=C2C1O)OC1=C(C=CC=C1C)C)Br (1-Bromo-6-(2,6-dimethyl-phenoxy)-4-hydroxy-isoquinoline-3-carboxylic acid butyl ester), C(#N)[Cu] (CuCN). Product: C(CCC)OC(=O)C=1N=C(C2=CC=C(C=C2C1O)OC1=C(C=CC=C1C)C)C#N (1-Cyano-6-(2,6-dimethyl-phenoxy)-4-hydroxy-isoquinoline-3-carboxylic acid butyl ester). RXN SMILES: [CH2:1]([O:5][C:6]([C:8]1[N:9]=[C:10](Br)[C:11]2[C:16]([C:17]=1[OH:18])=[CH:15][C:14]([O:19][C:20]1[C:25]([CH3:26])=[CH:24][CH:23]=[CH:22][C:21]=1[CH3:27])=[CH:13][CH:12]=2)=[O:7])[CH2:2][CH2:3][CH3:4].[C:29]([Cu])#[N:30]>>[CH2:1]([O:5][C:6]([C:8]1[N:9]=[C:10]([C:29]#[N:30])[C:11]2[C:16]([C:17]=1[OH:18])=[CH:15][C:14]([O:19][C:20]1[C:25]([CH3:26])=[CH:24][CH:23]=[CH:22][C:21]=1[CH3:27])=[CH:13][CH:12]=2)=[O:7])[CH2:2][CH2:3][CH3:4]. Reported procedure: The title compound was synthesized from 1-Bromo-6-(2,6-dimethyl-phenoxy)-4-hydroxy-isoquinoline-3-carboxylic acid butyl ester and CuCN in analogy to example 3a; MS-(+)-ion: M+1=390.9. Reactants: C[Al](C)C, O=C1OCCC1N1CCCc2cc(Cl)ccc21, ClCCl, COC(=O)NS(=O)(=O)c1ccc(N)cc1. Product: COC(=O)NS(=O)(=O)c1ccc(NC(=O)C(CCO)N2CCCc3cc(Cl)ccc32)cc1. RXN SMILES: [CH3:16][Al:17]([CH3:18])[CH3:19].[Cl:20][c:21]1[cH:22][c:23]2[c:28]([cH:29][cH:30]1)[N:27]([CH:31]1[C:32](=[O:36])[O:33][CH2:34][CH2:35]1)[CH2:26][CH2:25][CH2:24]2.[Cl:37][CH2:38][Cl:39].[NH2:1][c:2]1[cH:3][cH:4][c:5]([S:8](=[O:9])(=[O:10])[NH:11][C:12]([O:13][CH3:14])=[O:15])[cH:6][cH:7]1>>[NH:1]([c:2]1[cH:3][cH:4][c:5]([S:8](=[O:9])(=[O:10])[NH:11][C:12]([O:13][CH3:14])=[O:15])[cH:6][cH:7]1)[C:32]([CH:31]([N:27]1[CH2:26][CH2:25][CH2:24][c:23]2[cH:22][c:21]([Cl:20])[cH:30][cH:29][c:28]21)[CH2:35][CH2:34][OH:33])=[O:36]. Starting materials: [I-].ClC1=[N+](C=CC=C1)C (2-Chloro-1-methylpyridinium iodide), CCN(C(C)C)C(C)C (DIEA), NC=1SC(=CN1)C(=O)NC=1SC=C(N1)C1=CC=C(C=C1)C (2-amino-N-(4-p-tolylthiazol-2-yl)thiazole-5-carboxamide), BrC=1SC(=CN1)C(=O)O (2-bromothiazole-5-carboxylic acid). Run in CN(C)C=O (DMF). Yields the product BrC=1SC(=CN1)C(=O)NC=1SC(=CN1)C(NC=1SC=C(N1)C1=CC=C(C=C1)C)=O (2-bromo-N-(5-(4-p-tolylthiazol-2-ylcarbamoyl)thiazol-2-yl)thiazole-5-carboxamide). The yield is 31.3%. RXN SMILES: [I-].ClC1C=CC=C[N+]=1C.CCN(C(C)C)C(C)C.[NH2:19][C:20]1[S:21][C:22]([C:25]([NH:27][C:28]2[S:29][CH:30]=[C:31]([C:33]3[CH:38]=[CH:37][C:36]([CH3:39])=[CH:35][CH:34]=3)[N:32]=2)=[O:26])=[CH:23][N:24]=1.[Br:40][C:41]1[S:42][C:43]([C:46](O)=[O:47])=[CH:44][N:45]=1>CN(C=O)C>[Br:40][C:41]1[S:42][C:43]([C:46]([NH:19][C:20]2[S:21][C:22]([C:25](=[O:26])[NH:27][C:28]3[S:29][CH:30]=[C:31]([C:33]4[CH:38]=[CH:37][C:36]([CH3:39])=[CH:35][CH:34]=4)[N:32]=3)=[CH:23][N:24]=2)=[O:47])=[CH:44][N:45]=1 |f:0.1|. Reported procedure: 2-Chloro-1-methylpyridinium iodide (0.048 g, 0.18 mmol), DIEA (0.045 mL, 0.25 mmol) and 2-amino-N-(4-p-tolylthiazol-2-yl)thiazole-5-carboxamide (0.04 g, 0.126 mmol) were added to a solution of 2-bromothiazole-5-carboxylic acid (26 mg, 0.126 mmol) in DMF (1 mL). The resulting solution was stirred at RT until completion of the reaction. Then a solid was precipitated with AcOEt and the solid was separated by centrifugation, yielding 2-bromo-N-(5-(4-p-tolylthiazol-2-ylcarbamoyl)thiazol-2-yl)thiazole... Isolated yield 33.0%. The product is ClC1=CC2=C(C(NC3=C(N2C(=O)NCCN2C(CCCC2)CN(CC)CC)N=CC=C3)=O)C=C1 ((-)-9-Chloro-11-[[[2-[2-[(diethylamino)methyl]-piperidin-1-yl]ethyl]amino]carbonyl]-5,11-dihydro-6H-pyrido[2,3-b][1,4]benzodiazepin-6-one). Solvent: C(C)#N (acetonitrile). Reaction SMILES: [Cl:1][C:2]1[CH:20]=[CH:19][C:5]2[C:6](=[O:18])[NH:7][C:8]3[CH:17]=[CH:16][CH:15]=[N:14][C:9]=3[N:10]([C:11](Cl)=[O:12])[C:4]=2[CH:3]=1.[CH2:21]([N:23]([CH2:26][CH:27]1[CH2:32][CH2:31][CH2:30][CH2:29][N:28]1[CH2:33][CH2:34][NH2:35])[CH2:24][CH3:25])[CH3:22].Cl>C(#N)C>[Cl:1][C:2]1[CH:20]=[CH:19][C:5]2[C:6](=[O:18])[NH:7][C:8]3[CH:17]=[CH:16][CH:15]=[N:14][C:9]=3[N:10]([C:11]([NH:35][CH2:34][CH2:33][N:28]3[CH2:29][CH2:30][CH2:31][CH2:32][CH:27]3[CH2:26][N:23]([CH2:21][CH3:22])[CH2:24][CH3:25])=[O:12])[C:4]=2[CH:3]=1. Reactants: ClC1=CC2=C(C(NC3=C(N2C(=O)Cl)N=CC=C3)=O)C=C1 (9-chloro-11-(chlorocarbonyl)-5,11-dihydro-6H-pyrido[2,3-b][1,4]benzodiazepin-6-one), C(C)N(CC)CC1N(CCCC1)CCN ((-)-2-[2-[(diethylamino)methyl]-piperidin-1-yl]ethanamine), Cl (hydrochloric acid). Procedure details: Prepared analogously to Example 2 from 9-chloro-11-(chlorocarbonyl)-5,11-dihydro-6H-pyrido[2,3-b][1,4]benzodiazepin-6-one and (-)-2-[2-[(diethylamino)methyl]-piperidin-1-yl]ethanamine in a yield of 33% of theory. Colourless crystals, m.p. 169°-170° C. (acetonitrile); [α]D20 =-11.92° (dilute hydrochloric acid). Reaction conditions: temperature 0 celsius, time 1 hour. Starting materials: [Cr](=O)(=O)([O-])O[Cr](=O)(=O)[O-].[NH+]1=CC=CC=C1.[NH+]1=CC=CC=C1 (pyridinium dichromate), CC1(C=2C=CC(=CC2C(CC1)(C)C)OC=1C=C2C=CC=C(C2=CC1)CO)C (6-(5,6,7,8-tetra-hydro-5,5,8,8-tetramethyl-2-naphthyloxy)naphthalene methanol). Procedure: 100 ml of dichloromethane and 1.7 g (4.5 mmol) of pyridinium dichromate were introduced into a round-bottomed flask. The mixture was cooled to 0° C. and a solution of 1.2 g (3.3 mmol) of 6-(5,6,7,8-tetra-hydro-5,5,8,8-tetramethyl-2-naphthyloxy)naphthalene methanol in 20 ml of dichloromethane was added dropwise. The mixture was stirred at room temperature for one hour, the reaction medium was filtered over silica, the filtrate was evaporated to dryness and the solid was triturated in heptane and ... Yields the product CC1(C=2C=CC(=CC2C(CC1)(C)C)OC=1C=C2C=CC=C(C2=CC1)C=O)C (6-(5,6,7,8-tetrahydro-5,5,8,8-tetramethyl-2-naphthyloxy)naphthalene carbaldehyde). Run in ClCCl (dichloromethane), ClCCl (dichloromethane). Reaction SMILES: [Cr](O[Cr]([O-])(=O)=O)([O-])(=O)=O.[NH+]1C=CC=CC=1.[NH+]1C=CC=CC=1.[CH3:22][C:23]1([CH3:48])[CH2:32][CH2:31][C:30]([CH3:34])([CH3:33])[C:29]2[CH:28]=[C:27]([O:35][C:36]3[CH:37]=[C:38]4[C:43](=[CH:44][CH:45]=3)[C:42]([CH2:46][OH:47])=[CH:41][CH:40]=[CH:39]4)[CH:26]=[CH:25][C:24]1=2>ClCCl>[CH3:22][C:23]1([CH3:48])[CH2:32][CH2:31][C:30]([CH3:33])([CH3:34])[C:29]2[CH:28]=[C:27]([O:35][C:36]3[CH:37]=[C:38]4[C:43](=[CH:44][CH:45]=3)[C:42]([CH:46]=[O:47])=[CH:41][CH:40]=[CH:39]4)[CH:26]=[CH:25][C:24]1=2 |f:0.1.2|. Reactants: ICC (iodoethane), ICC (iodoethane), C(C)(C)(C)[Li] (tert.-butyllithium), C(C(C)C)C=1C=C(SC1C)C(=O)O (4-isobutyl-5-methyl-thiophene-2-carboxylic acid). Run in C1CCOC1 (THF), C1CCOC1 (THF). Reaction conditions: temperature -78 celsius, time 15 minute. Product: C(C)C1=C(SC(=C1CC(C)C)C)C(=O)O (3-ethyl-4-isobutyl-5-methyl-thiophene-2-carboxylic acid). As a reaction SMILES: [C:1]([Li])(C)(C)[CH3:2].[CH2:6]([C:10]1[CH:11]=[C:12]([C:16]([OH:18])=[O:17])[S:13][C:14]=1[CH3:15])[CH:7]([CH3:9])[CH3:8].ICC>C1COCC1>[CH2:1]([C:11]1[C:10]([CH2:6][CH:7]([CH3:9])[CH3:8])=[C:14]([CH3:15])[S:13][C:12]=1[C:16]([OH:18])=[O:17])[CH3:2]. Procedure: At −78° C., tert.-butyllithium (20 mL, 1.5 M in pentane) is slowly added to a solution of 4-isobutyl-5-methyl-thiophene-2-carboxylic acid (2.0 g, 10.1 mmol) in THF (100 mL). The mixture turns dark. The mixture is stirred at −78° C. for 15 min, then a solution of iodoethane (6.18 g, 39.6 mmol) in THF (10 mL) is added. The mixture is stirred for 1 h at −78° C. Further iodoethane (6.18 g, 39.6 mmol) is added and the mixture allowed to warm to rt over a period of 15 h. The reaction is quenched by ad... The reactants are COC(=O)C(Cc1csc(N)n1)NC(=O)C(Cc1ccccc1)NS(=O)(=O)N1CCOCC1, Cl, Cl, [Na+], C1CCOC1, [OH-], O. Product: Nc1nc(CC(NC(=O)C(Cc2ccccc2)NS(=O)(=O)N2CCOCC2)C(=O)O)cs1. As a reaction SMILES: [CH3:2][O:3][C:4]([CH:5]([NH:6][C:7]([CH:8]([NH:9][S:10](=[O:11])(=[O:12])[N:13]1[CH2:14][CH2:15][O:16][CH2:17][CH2:18]1)[CH2:19][c:20]1[cH:21][cH:22][cH:23][cH:24][cH:25]1)=[O:26])[CH2:27][c:28]1[n:29][c:30]([NH2:33])[s:31][cH:32]1)=[O:34].[ClH:1].[ClH:42].[Na+:41].[O:35]1[CH2:36][CH2:37][CH2:38][CH2:39]1.[OH-:40].[OH2:43]>>[O:3]=[C:4]([CH:5]([NH:6][C:7]([CH:8]([NH:9][S:10](=[O:11])(=[O:12])[N:13]1[CH2:14][CH2:15][O:16][CH2:17][CH2:18]1)[CH2:19][c:20]1[cH:21][cH:22][cH:23][cH:24][cH:25]1)=[O:26])[CH2:27][c:28]1[n:29][c:30]([NH2:33])[s:31][cH:32]1)[OH:34]. Reactants: C([O-])([O-])=O.[Na+].[Na+] (sodium carbonate), step-ii, CC1(OB(OC1(C)C)C=1C=C(C=CC1)NS(=O)(=O)C)C (N-(3-(4,4,5,5-tetramethyl-1,3,2-dioxaborolan-2-yl)phenyl)methanesulfonamide), BrC=1C=C2C(=NC1)N(C=C2C=2C=NN(C2)CC2=CC=C(C=C2)OC)S(=O)(=O)C2=CC=C(C)C=C2 (5-bromo-3-(1-(4-methoxybenzyl)-1H-pyrazol-4-yl)-1-tosyl-1H-pyrrolo[2,3-b]pyridine), CC1(OB(OC1(C)C)C=1C=C(C=CC1)NS(=O)(=O)C)C (N-(3-(4,4,5,5-tetramethyl-1,3,2-dioxaborolan-2-yl)phenyl)methanesulfonamide). The reagents and catalysts are Cl[Pd]([P](C1=CC=CC=C1)(C2=CC=CC=C2)C3=CC=CC=C3)([P](C4=CC=CC=C4)(C5=CC=CC=C5)C6=CC=CC=C6)Cl (bis(triphenyl phosphine)palladium(ii) dichloride). Run in C1(=CC=CC=C1)C.C(C)O.O (toluene ethanol water). Yields the product COC1=CC=C(CN2N=CC(=C2)C2=CN(C3=NC=C(C=C32)C=3C=C(C=CC3)NS(=O)(=O)C)S(=O)(=O)C3=CC=C(C)C=C3)C=C1 (N-(3-(3-(1-(4-methoxybenzyl)-1H-pyrazol-4-yl)-1-tosyl-1H-pyrrolo[2,3-b]pyridin-5-yl)phenyl)methanesulfonamide). Isolated yield 90.5%. Reaction SMILES: Br[C:2]1[CH:3]=[C:4]2[C:10]([C:11]3[CH:12]=[N:13][N:14]([CH2:16][C:17]4[CH:22]=[CH:21][C:20]([O:23][CH3:24])=[CH:19][CH:18]=4)[CH:15]=3)=[CH:9][N:8]([S:25]([C:28]3[CH:34]=[CH:33][C:31]([CH3:32])=[CH:30][CH:29]=3)(=[O:27])=[O:26])[C:5]2=[N:6][CH:7]=1.CC1(C)C(C)(C)OB([C:43]2[CH:44]=[C:45]([NH:49][S:50]([CH3:53])(=[O:52])=[O:51])[CH:46]=[CH:47][CH:48]=2)O1.C(=O)([O-])[O-].[Na+].[Na+]>Cl[Pd](Cl)([P](C1C=CC=CC=1)(C1C=CC=CC=1)C1C=CC=CC=1)[P](C1C=CC=CC=1)(C1C=CC=CC=1)C1C=CC=CC=1.C1(C)C=CC=CC=1.C(O)C.O>[CH3:24][O:23][C:20]1[CH:19]=[CH:18][C:17]([CH2:16][N:14]2[CH:15]=[C:11]([C:10]3[C:4]4[C:5](=[N:6][CH:7]=[C:2]([C:43]5[CH:44]=[C:45]([NH:49][S:50]([CH3:53])(=[O:51])=[O:52])[CH:46]=[CH:47][CH:48]=5)[CH:3]=4)[N:8]([S:25]([C:28]4[CH:29]=[CH:30][C:31]([CH3:32])=[CH:33][CH:34]=4)(=[O:27])=[O:26])[CH:9]=3)[CH:12]=[N:13]2)=[CH:22][CH:21]=1 |f:2.3.4,6.7.8,^1:63,82|. Procedure: Using similar reaction conditions as described in step-ii of example-1, 5-bromo-3-(1-(4-methoxybenzyl)-1H-pyrazol-4-yl)-1-tosyl-1H-pyrrolo[2,3-b]pyridine (240 mg, 0.44 mmol) was coupled with N-(3-(4,4,5,5-tetramethyl-1,3,2-dioxaborolan-2-yl)phenyl) methane sulfonamide (intermediate 3) (160 mg, 0.53 mmol) in sodium carbonate (142 mg, 1.34 mmol), bis(triphenyl phosphine)palladium(ii) dichloride (16 mg, 0.022 mmol) and toluene/ethanol/water (7/7/4 ml) to afford 250 mg (89.28% yield) of the pure pro... The reactants are [OH-].[K+] (potassium hydroxide), BrCC1=C(C=CC=C1)C(C(=O)OC)=COC (methyl alpha-(2-bromomethylphenyl)-betamethoxyacrylate), FC1=C(C(=CC=C1)F)C1(CC1)C(=O)O (2,6-difluorophenylcyclopropanecarboxylic acid), FC1=C(C(=CC=C1)F)C1(CC1)C(=O)O (1-(2,6-difluorophenyl)-cyclopropanecarboxylic acid), C(C)O (ethanol), [K] (potassium), C(C)(C)OC(C)C (diisopropyl ether). The solvent is CN1C(CCC1)=O (N-methylpyrrolidone). Yields the product FC1=C(C(=CC=C1)F)C(C1=C(C=CC=C1)C(C(=O)OC)=COC)OC(=O)C1CC1 (Methyl alpha-{2-[1-(2,6-difluorophenyl)-cyclopropylcarbonyloxymethyl]-phenyl}-beta-methoxyacrylate). Isolated yield 86.0%. RXN SMILES: [F:1][C:2]1[CH:7]=[CH:6][CH:5]=[C:4]([F:8])[C:3]=1C1(C(O)=O)CC1.[OH-:15].[K+].[K].Br[CH2:19][C:20]1[CH:25]=[CH:24][CH:23]=[CH:22][C:21]=1[C:26](=[CH:31][O:32][CH3:33])[C:27]([O:29][CH3:30])=[O:28].C(O[CH:38]([CH3:40])[CH3:39])(C)C.[CH2:41]([OH:43])C>CN1CCCC1=O>[F:1][C:2]1[CH:7]=[CH:6][CH:5]=[C:4]([F:8])[C:3]=1[CH:19]([O:15][C:41]([CH:38]1[CH2:40][CH2:39]1)=[O:43])[C:20]1[CH:25]=[CH:24][CH:23]=[CH:22][C:21]=1[C:26](=[CH:31][O:32][CH3:33])[C:27]([O:29][CH3:30])=[O:28] |f:1.2,^1:16|. Procedure: A method similar to Example 1 was used and 12.8 g (65 mmol) of 1-(2,6-difluorophenyl)-cyclopropanecarboxylic acid, dissolved in 60 ml of ethanol, were converted with 4.0 g (71 mmol) of potassium hydroxide into the potassium salt of 2,6-difluorophenylcyclopropanecarboxylic acid, and said salt was then reacted, at 100° C., in 100 ml of N-methylpyrrolidone, with 11.4 g (40 mmol) of methyl alpha-(2-bromomethylphenyl)-betamethoxyacrylate. The resulting oily product was covered with a layer of diisopr... Reactants: CCOC(C)=O, C1CCOC1, CCCCCC, CCO, [H][H], CC(C)(C)OC(=O)NCCc1ccc([N+](=O)[O-])cc1. Product: CC(C)(C)OC(=O)NCCc1ccc(N)cc1. RXN SMILES: [C:22]([O:23][CH2:24][CH3:25])(=[O:26])[CH3:27].[CH2:37]1[O:38][CH2:39][CH2:40][CH2:41]1.[CH3:28][CH2:29][CH2:30][CH2:31][CH2:32][CH3:33].[CH3:34][CH2:35][OH:36].[H:20][H:21].[N+:1]([O-:2])(=[O:3])[c:4]1[cH:5][cH:6][c:7]([CH2:8][CH2:9][NH:10][C:11]([O:12][C:13]([CH3:14])([CH3:15])[CH3:16])=[O:17])[cH:18][cH:19]1>>[NH2:1][c:4]1[cH:5][cH:6][c:7]([CH2:8][CH2:9][NH:10][C:11]([O:12][C:13]([CH3:14])([CH3:15])[CH3:16])=[O:17])[cH:18][cH:19]1.